This data is from the Open Reaction Database (ORD), a public repository of structured organic reaction records. The task is: describe an organic reaction: reactants, conditions, products, and yield The reactants are CC(C)(C)OC(=O)N1CCNCC1, CC(C)(C)[O-], CCOCC, O=[N+]([O-])c1cccc(I)c1, [Na+], O=C(C=Cc1ccccc1)C=Cc1ccccc1, C1COCCO1, O=C(C=Cc1ccccc1)C=Cc1ccccc1, O=C(C=Cc1ccccc1)C=Cc1ccccc1, [Pd], [Pd], Cc1ccccc1P(c1ccccc1C)c1ccccc1C. The product is CC(C)(C)OC(=O)N1CCN(c2cccc([N+](=O)[O-])c2)CC1. Reaction SMILES: [C:11]([CH3:12])([CH3:13])([CH3:14])[O:15][C:16](=[O:17])[N:18]1[CH2:19][CH2:20][NH:21][CH2:22][CH2:23]1.[CH3:24][C:25]([CH3:26])([O-:27])[CH3:28].[CH3:58][CH2:59][O:60][CH2:61][CH3:62].[I:1][c:2]1[cH:3][c:4]([N+:8](=[O:9])[O-:10])[cH:5][cH:6][cH:7]1.[Na+:29].[O:101]=[C:102]([CH:103]=[CH:104][c:105]1[cH:106][cH:107][cH:108][cH:109][cH:110]1)[CH:111]=[CH:112][c:113]1[cH:114][cH:115][cH:116][cH:117][cH:118]1.[O:52]1[CH2:53][CH2:54][O:55][CH2:56][CH2:57]1.[O:65]=[C:66]([CH:67]=[CH:68][c:69]1[cH:70][cH:71][cH:72][cH:73][cH:74]1)[CH:75]=[CH:76][c:77]1[cH:78][cH:79][cH:80][cH:81][cH:82]1.[O:83]=[C:84]([CH:85]=[CH:86][c:87]1[cH:88][cH:89][cH:90][cH:91][cH:92]1)[CH:93]=[CH:94][c:95]1[cH:96][cH:97][cH:98][cH:99][cH:100]1.[Pd:63].[Pd:64].[c:30]1([CH3:31])[cH:32][cH:33][cH:34][cH:35][c:36]1[P:37]([c:38]1[cH:39][cH:40][cH:41][cH:42][c:43]1[CH3:44])[c:45]1[cH:46][cH:47][cH:48][cH:49][c:50]1[CH3:51]>>[c:2]1([N:21]2[CH2:20][CH2:19][N:18]([C:16]([O:15][C:11]([CH3:12])([CH3:13])[CH3:14])=[O:17])[CH2:23][CH2:22]2)[cH:3][c:4]([N+:8](=[O:9])[O-:10])[cH:5][cH:6][cH:7]1.